From a dataset of the Open Reaction Database (ORD), a public repository of structured organic reaction records. describe an organic reaction: reactants, conditions, products, and yield Starting materials: CN(C)C=O, NC1CCCC1, CCOC(=O)c1nc2ccnn2c(Cl)c1CCCl, O. The product is CCOC(=O)c1nc2ccnn2c2c1CCN2C1CCCC1. Reaction SMILES: [CH3:26][N:27]([CH3:28])[CH:29]=[O:30].[CH:19]1([NH2:24])[CH2:20][CH2:21][CH2:22][CH2:23]1.[Cl:1][c:2]1[c:3]([CH2:16][CH2:17][Cl:18])[c:4]([C:11](=[O:12])[O:13][CH2:14][CH3:15])[n:5][c:6]2[n:7]1[n:8][cH:9][cH:10]2.[OH2:25]>>[c:2]12[c:3]([c:4]([C:11](=[O:12])[O:13][CH2:14][CH3:15])[n:5][c:6]3[n:7]1[n:8][cH:9][cH:10]3)[CH2:16][CH2:17][N:24]2[CH:19]1[CH2:20][CH2:21][CH2:22][CH2:23]1. The reactants are CCOC(=O)c1c[nH]c2cccc(O)c2c1=O, [Na+], [OH-]. Product: O=C(O)c1c[nH]c2cccc(O)c2c1=O. RXN SMILES: [CH2:1]([CH3:2])[O:3][C:4](=[O:5])[c:6]1[cH:7][nH:8][c:9]2[cH:10][cH:11][cH:12][c:13]([OH:17])[c:14]2[c:15]1=[O:16].[Na+:19].[OH-:18]>>[O:3]=[C:4]([OH:5])[c:6]1[cH:7][nH:8][c:9]2[cH:10][cH:11][cH:12][c:13]([OH:17])[c:14]2[c:15]1=[O:16]. Reactants: OBO, CN(C=O)c1ccc(Br)cc1, CN(C(=O)OC(C)(C)C)C1CCC(NCc2ccccc2F)CC1. Yields the product CN(C=O)c1ccc(-c2ccc(F)c(CNC3CCC(N(C)C(=O)OC(C)(C)C)CC3)c2)cc1. As a reaction SMILES: [BH:1]([OH:2])[OH:3].[Br:28][c:29]1[cH:30][cH:31][c:32]([N:35]([CH:36]=[O:37])[CH3:38])[cH:33][cH:34]1.[C:4](=[O:5])([O:6][C:7]([CH3:8])([CH3:9])[CH3:10])[N:11]([CH:12]1[CH2:13][CH2:14][CH:15]([NH:18][CH2:19][c:20]2[cH:21][cH:22][cH:23][cH:24][c:25]2[F:26])[CH2:16][CH2:17]1)[CH3:27]>>[C:4](=[O:5])([O:6][C:7]([CH3:8])([CH3:9])[CH3:10])[N:11]([CH:12]1[CH2:13][CH2:14][CH:15]([NH:18][CH2:19][c:20]2[cH:21][c:22](-[c:29]3[cH:30][cH:31][c:32]([N:35]([CH:36]=[O:37])[CH3:38])[cH:33][cH:34]3)[cH:23][cH:24][c:25]2[F:26])[CH2:16][CH2:17]1)[CH3:27]. Starting materials: C1(=CC=CC=C1)C1N=C2SCCN2C1 (2,3,5,6-tetrahydro-6-phenylimidazo-[2,1-b]-thiazole), decyl ester, BrCC(=O)O (monobromacetic acid), CC(=O)C (acetone). Reaction conditions: time 8 hour. The product is [Br-].C1(=CC=CC=C1)C1N(C=2SCC[N+]2C1)CC(=O)OCCCCCCCCCC (2,3,5,6-tetrahydro-6-phenyl-7-decyloxycarbonylmethylimidazo-[2,1-b]-thiazolium bromide). Yield: 75.0%. Reaction SMILES: [C:1]1([CH:7]2[CH2:14][N:13]3[C:9]([S:10][CH2:11][CH2:12]3)=[N:8]2)[CH:6]=[CH:5][CH:4]=[CH:3][CH:2]=1.[Br:15][CH2:16][C:17]([OH:19])=[O:18].[CH3:20][C:21]([CH3:23])=O>>[Br-:15].[C:1]1([CH:7]2[CH2:14][N+:13]3[CH2:12][CH2:11][S:10][C:9]=3[N:8]2[CH2:16][C:17]([O:19][CH2:20][CH2:21][CH2:23][CH2:14][CH2:7][CH2:1][CH2:2][CH2:3][CH2:4][CH3:5])=[O:18])[CH:2]=[CH:3][CH:4]=[CH:5][CH:6]=1 |f:3.4|. Procedure details: 2 g (0.01 mol) of 2,3,5,6-tetrahydro-6-phenylimidazo-[2,1-b]-thiazole and 2.8 g (0.01 mol) of decyl ester of monobromacetic acid are dissolved in 25 ml of acetone and allowed to stand overnight at room temperature. The product is filtered-off and washed with acetone to give 4.6 g (96%). After crystallization from dioxane there are obtained 3.6 g (75%) of 2,3,5,6-tetrahydro-6-phenyl-7-decyloxycarbonylmethylimidazo-[2,1-b]-thiazolium bromide, m.p. 127°-128° C. Reactants: O=C1CCC(=O)N1Br, CC#N, COC(=O)c1oc2ccc(F)cc2c1C, CC(C)(C#N)N=NC(C)(C)C#N. The product is COC(=O)c1oc2ccc(F)cc2c1CBr. As a reaction SMILES: [Br:16][N:17]1[C:18](=[O:19])[CH2:20][CH2:21][C:22]1=[O:23].[CH3:36][C:37]#[N:38].[F:1][c:2]1[cH:3][cH:4][c:5]2[c:6]([c:7]([CH3:14])[c:8]([C:10](=[O:11])[O:12][CH3:13])[o:9]2)[cH:15]1.[N:24]([C:25]([CH3:26])([CH3:27])[C:28]#[N:29])=[N:30][C:31]([CH3:32])([CH3:33])[C:34]#[N:35]>>[F:1][c:2]1[cH:3][cH:4][c:5]2[c:6]([c:7]([CH2:14][Br:16])[c:8]([C:10](=[O:11])[O:12][CH3:13])[o:9]2)[cH:15]1. Run in N1=CC=CC=C1 (pyridine). Reactants: OC1=CC=C(C=O)C=C1 (p-hydroxybenzaldehyde), C1(=CC=CC=C1)C (toluene), Cl (hydrochloric acid), C(CCCCCCC)(=O)Cl (octanoyl chloride). Reaction SMILES: [OH:1][C:2]1[CH:9]=[CH:8][C:5]([CH:6]=[O:7])=[CH:4][CH:3]=1.[C:10](Cl)(=[O:18])[CH2:11][CH2:12][CH2:13][CH2:14][CH2:15][CH2:16][CH3:17].C1(C)C=CC=CC=1.Cl>N1C=CC=CC=1>[C:10]([O:1][C:2]1[CH:9]=[CH:8][C:5]([CH:6]=[O:7])=[CH:4][CH:3]=1)(=[O:18])[CH2:11][CH2:12][CH2:13][CH2:14][CH2:15][CH2:16][CH3:17]. Product: C(CCCCCCC)(=O)OC1=CC=C(C=O)C=C1 (p-octanoyloxybenzaldehyde). Conditions: time 8 hour. Procedure: Commercially available p-hydroxybenzaldehyde (50 g) was dissolved in pyridine (400 ml), followed by dropwise adding octanoyl chloride (80 g) under ice cooling, allowing the mixture to stand overnight, adding toluene (300 ml) and 6N hydrochloric acid, separating the solution, further washing with an aqueous solution of 2N NaOH, washing with water, drying and distilling off toluene to obtain a raw product, which was then distilled under reduced pressure to obtain p-octanoyloxybenzaldehyde (b.p. 17... Isolated yield 57.2%.